From a dataset of the Open Reaction Database (ORD), a public repository of structured organic reaction records. describe an organic reaction: reactants, conditions, products, and yield The reactants are [BH4-], CCOC(=O)C(C)Br, CCO, CCOC(=O)C(C)Oc1ccc(C=Nc2ccc(Cl)cc2)cc1, Oc1ccc(C=Nc2ccc(Cl)cc2)cc1, [Na+], O. Yields the product CCOC(=O)C(C)Oc1ccc(CNc2ccc(Cl)cc2)cc1. Reaction SMILES: [BH4-:48].[Br:40][CH:41]([CH3:42])[C:43]([O:44][CH2:45][CH3:46])=[O:47].[CH3:50][CH2:51][OH:52].[Cl:1][c:2]1[cH:3][cH:4][c:5]([N:8]=[CH:9][c:10]2[cH:11][cH:12][c:13]([O:14][CH:15]([C:16](=[O:17])[O:18][CH2:19][CH3:20])[CH3:21])[cH:22][cH:23]2)[cH:6][cH:7]1.[Cl:24][c:25]1[cH:26][cH:27][c:28]([N:29]=[CH:30][c:31]2[cH:32][cH:33][c:34]([OH:35])[cH:36][cH:37]2)[cH:38][cH:39]1.[Na+:49].[OH2:53]>>[Cl:1][c:2]1[cH:3][cH:4][c:5]([NH:8][CH2:9][c:10]2[cH:11][cH:12][c:13]([O:14][CH:15]([C:16](=[O:17])[O:18][CH2:19][CH3:20])[CH3:21])[cH:22][cH:23]2)[cH:6][cH:7]1. Reactants: CN1CCC(CC1)=C1C2=C(C(=CC3=C1C=CC=C3)N3CCCCC3)C=CC=C2 (1-Methyl-4-(10-(1-piperidyl)-5H-dibenzo[a,d]cyclohepten-5-ylidene)piperidine), Cl (HCl), CO (methanol). Run in O (water). Product: CN1CCC(CC1)=C1C2=C(C(CC3=C1C=CC=C3)=O)C=CC=C2 (1-methyl-4-(10,11-dihydro-10-oxo-dibenzo[a,d]cyclohepten-5-ylidene)piperidine). Reaction SMILES: [CH3:1][N:2]1[CH2:7][CH2:6][C:5](=[C:8]2[C:14]3[CH:15]=[CH:16][CH:17]=[CH:18][C:13]=3[CH:12]=[C:11](N3CCCCC3)[C:10]3[CH:25]=[CH:26][CH:27]=[CH:28][C:9]2=3)[CH2:4][CH2:3]1.Cl.C[OH:31]>O>[CH3:1][N:2]1[CH2:7][CH2:6][C:5](=[C:8]2[C:14]3[CH:15]=[CH:16][CH:17]=[CH:18][C:13]=3[CH2:12][C:11](=[O:31])[C:10]3[CH:25]=[CH:26][CH:27]=[CH:28][C:9]2=3)[CH2:4][CH2:3]1. Procedure: 1-Methyl-4-(10-(1-piperidyl)-5H-dibenzo[a,d]cyclohepten-5-ylidene)piperidine, 2.4 g., is refluxed for 4 hours with 100 ml. of 10% HCl in water and 50 ml. of methanol. The methanol is evaporated and the remaining oil and water is made basic with solid NaHCO3 until no more CO2 is evolved. It is then extracted three times with 50 ml. each of toluene, combined extracts dried over MgSO4, filtered, and the toluene evaporated on a rotary evaporator leaving a residual product which crystallizes on stand... Reactants: CC1(C)Oc2ccc([N+](=O)[O-])cc2C(Oc2ccnc(O)c2)C1O, CO. The product is CC1(C)Oc2ccc(N)cc2C(Oc2ccnc(O)c2)C1O. Reaction SMILES: [CH3:1][C:2]1([CH3:24])[O:3][c:4]2[cH:5][cH:6][c:7]([N+:21]([O-:22])=[O:23])[cH:8][c:9]2[CH:10]([O:13][c:14]2[cH:15][c:16]([OH:20])[n:17][cH:18][cH:19]2)[CH:11]1[OH:12].[CH3:25][OH:26]>>[CH3:1][C:2]1([CH3:24])[O:3][c:4]2[cH:5][cH:6][c:7]([NH2:21])[cH:8][c:9]2[CH:10]([O:13][c:14]2[cH:15][c:16]([OH:20])[n:17][cH:18][cH:19]2)[CH:11]1[OH:12]. Reactants: ClC1=CC2=C(C=N1)OC1=CC=C(C=C1C21/N=C(\COCC1)/N)C=1C(=NC=CC1)F ((E)-3-chloro-7-(2-fluoropyridin-3-yl)-6′,7′-dihydro-2′H-spiro[chromeno[2,3-c]pyridine-5,5′-[1,4]oxazepin]-3′-amine), P(=O)([O-])([O-])[O-].[K+].[K+].[K+] (potassium phosphate), FC1=NC=CC(=C1)B(O)O (2-fluoropyridin-4-ylboronic acid), O1CCOCC1 (dioxane). The reagents and catalysts are C(C)(C)(C)C=1C(=C(C=CC1N(C)C)[Pd]Cl)C(C)(C)C ((di-t-butyl-p-dimethylaminophenyl]palladium(ii) chloride). The solvent is O (water). Run at temperature 100 celsius. The product is FC1=NC=CC=C1C=1C=C2C(=CC1)OC=1C=NC(=CC1[C@]21/N=C(\COCC1)/N)C1=CC(=NC=C1)F ((R,E)-7-(2-fluoropyridin-3-yl)-3-(2-fluoropyridin-4-yl)-6′,7′-dihydro-2′H-spiro[chromeno[2,3-c]pyridine-5,5′-[1,4]oxazepin]-3′-amine). RXN SMILES: Cl[C:2]1[N:7]=[CH:6][C:5]2[O:8][C:9]3[C:14]([C:15]4([CH2:21][CH2:20][O:19][CH2:18][C:17]([NH2:22])=[N:16]4)[C:4]=2[CH:3]=1)=[CH:13][C:12]([C:23]1[C:24]([F:29])=[N:25][CH:26]=[CH:27][CH:28]=1)=[CH:11][CH:10]=3.P([O-])([O-])([O-])=O.[K+].[K+].[K+].[F:38][C:39]1[CH:44]=[C:43](B(O)O)[CH:42]=[CH:41][N:40]=1.O1CCOCC1>C(C1C(C(C)(C)C)=C([Pd]Cl)C=CC=1N(C)C)(C)(C)C.O>[F:29][C:24]1[C:23]([C:12]2[CH:13]=[C:14]3[C@:15]4([CH2:21][CH2:20][O:19][CH2:18][C:17]([NH2:22])=[N:16]4)[C:4]4[CH:3]=[C:2]([C:43]5[CH:42]=[CH:41][N:40]=[C:39]([F:38])[CH:44]=5)[N:7]=[CH:6][C:5]=4[O:8][C:9]3=[CH:10][CH:11]=2)=[CH:28][CH:27]=[CH:26][N:25]=1 |f:1.2.3.4|. Procedure details: To a vial was added (E)-3-chloro-7-(2-fluoropyridin-3-yl)-6′,7′-dihydro-2′H-spiro[chromeno[2,3-c]pyridine-5,5′-[1,4]oxazepin]-3′-amine (50 mg, 0.122 mmol), potassium phosphate (78 mg, 0.365 mmol), 2-fluoropyridin-4-ylboronic acid (34.3 mg, 0.243 mmol), and 1,1-bis[(di-t-butyl-p-dimethylaminophenyl]palladium(ii) chloride (4.31 mg, 6.09 μmol), dioxane (609 μL) and water (203 μL). The reaction mixture was purged with N2 gas and heated at 100° C. in microwave reactor for 15 mins. It was diluted with... Reactants: ClC1=C(C=C2C=CN=CC2=C1)F (7-chloro-6-fluoro-isoquinoline), ClC1=CC(=CC=C1)C(=O)OO (m-chloro-perbenzoic acid). Solvent: ClCCl (dichloromethane), ClCCl (dichloromethane). Reaction conditions: temperature 5 celsius. Product: ClC1=C(C=C2C=C[N+](=CC2=C1)[O-])F (7-Chloro-6-fluoro-isoquinoline 2-oxide). Yield: 87.5%. Reaction SMILES: [Cl:1][C:2]1[CH:11]=[C:10]2[C:5]([CH:6]=[CH:7][N:8]=[CH:9]2)=[CH:4][C:3]=1[F:12].ClC1C=CC=C(C(OO)=[O:21])C=1>ClCCl>[Cl:1][C:2]1[CH:11]=[C:10]2[C:5]([CH:6]=[CH:7][N+:8]([O-:21])=[CH:9]2)=[CH:4][C:3]=1[F:12]. Procedure details: 50 g of 7-chloro-6-fluoro-isoquinoline (prepared according to WO 2007/012422) were dissolved in dichloromethane and cooled to 5° C. 69.6 g of m-chloro-perbenzoic acid (70%) were added portionwise. The mixture was stirred at room temperature. When conversion was complete, the mixture was diluted with 1.5 L of dichloromethane and washed three times with saturated sodium bicarbonate solution. The organic layer was dried over sodium sulphate and evaporated to dryness to give 47.6 g of the desired pr...